From a dataset of the Open Reaction Database (ORD), a public repository of structured organic reaction records. describe an organic reaction: reactants, conditions, products, and yield Starting materials: C1CCOC1, CI, [H-], OC(CN1CCCCC1)c1cc(C(F)(F)F)nc2c(C(F)(F)F)cccc12, [Na+], [Na+], O=C([O-])O. Yields the product COC(CN1CCCCC1)c1cc(C(F)(F)F)nc2c(C(F)(F)F)cccc12. RXN SMILES: [CH2:37]1[O:38][CH2:39][CH2:40][CH2:41]1.[CH3:30][I:31].[H-:29].[N:1]1([CH2:7][CH:8]([OH:9])[c:10]2[cH:11][c:12]([C:24]([F:25])([F:26])[F:27])[n:13][c:14]3[c:15]([C:20]([F:21])([F:22])[F:23])[cH:16][cH:17][cH:18][c:19]23)[CH2:2][CH2:3][CH2:4][CH2:5][CH2:6]1.[Na+:28].[Na+:36].[O-:32][C:33]([OH:34])=[O:35]>>[N:1]1([CH2:7][CH:8]([O:9][CH3:33])[c:10]2[cH:11][c:12]([C:24]([F:25])([F:26])[F:27])[n:13][c:14]3[c:15]([C:20]([F:21])([F:22])[F:23])[cH:16][cH:17][cH:18][c:19]23)[CH2:2][CH2:3][CH2:4][CH2:5][CH2:6]1. The reactants are P(=O)(Cl)(Cl)Cl (phosphorous oxychloride), NC1=C(C=C(C=C1)[N+](=O)[O-])S(=O)(=O)O (2-amino-5-nitro-benzenesulfonic acid), [OH-].[NH4+] (ammonium hydroxide). Run in S1(=O)(=O)CCCC1 (sulfolane). Run at temperature 120 celsius. Product: NC1=C(C=C(C=C1)[N+](=O)[O-])S(=O)(=O)N (2-amino-5-nitrobenzenesulfonamide). Yield: 63.0%. RXN SMILES: [NH2:1][C:2]1[CH:7]=[CH:6][C:5]([N+:8]([O-:10])=[O:9])=[CH:4][C:3]=1[S:11]([OH:14])(=O)=[O:12].P(Cl)(Cl)(Cl)=O.[OH-].[NH4+:21]>S1(CCCC1)(=O)=O>[NH2:1][C:2]1[CH:7]=[CH:6][C:5]([N+:8]([O-:10])=[O:9])=[CH:4][C:3]=1[S:11]([NH2:21])(=[O:14])=[O:12] |f:2.3|. Procedure: To a suspension of 2-amino-5-nitro-benzenesulfonic acid (3.00 g, 13.75 mmol) in sulfolane (10 mL) was slowly added phosphorous oxychloride (3.43 mL, 37.47 mmol) at 25° C. The mixture was heated at 120° C. for 3.5 h, allowed to cool to 25° C. and slowly poured into aqueous ammonium hydroxide solution (30 mL) at 25° C. The pH of the solution was adjusted to ca. 6-7 upon which a solid precipitated. The solid was collected by vacuum filtration and the precipitate was washed water (100 mL) and dried ...